From a dataset of the Open Reaction Database (ORD), a public repository of structured organic reaction records. describe an organic reaction: reactants, conditions, products, and yield Starting materials: CCN(C(C)C)C(C)C, O=[N+]([O-])c1ccc(Cl)nc1, c1cnc(N2CCNCC2)nc1, CN(C)C=O. Product: O=[N+]([O-])c1ccc(N2CCN(c3ncccn3)CC2)nc1. RXN SMILES: [CH:23]([N:24]([CH:25]([CH3:26])[CH3:27])[CH2:28][CH3:29])([CH3:30])[CH3:31].[Cl:1][c:2]1[n:3][cH:4][c:5]([N+:8](=[O:9])[O-:10])[cH:6][cH:7]1.[N:11]1([c:17]2[n:18][cH:19][cH:20][cH:21][n:22]2)[CH2:12][CH2:13][NH:14][CH2:15][CH2:16]1.[O:32]=[CH:33][N:34]([CH3:35])[CH3:36]>>[c:2]1([N:14]2[CH2:13][CH2:12][N:11]([c:17]3[n:18][cH:19][cH:20][cH:21][n:22]3)[CH2:16][CH2:15]2)[n:3][cH:4][c:5]([N+:8](=[O:9])[O-:10])[cH:6][cH:7]1. Starting materials: CCN1C(=O)Cc2cc(CCC(=O)OC)ccc21, CO, Cl, [Na+], [OH-]. Reaction SMILES: [CH2:1]([CH3:2])[N:3]1[C:4](=[O:18])[CH2:5][c:6]2[cH:7][c:8]([CH2:12][CH2:13][C:14](=[O:15])[O:16][CH3:17])[cH:9][cH:10][c:11]21.[CH3:22][OH:23].[ClH:21].[Na+:20].[OH-:19]>>[CH2:1]([CH3:2])[N:3]1[C:4](=[O:18])[CH2:5][c:6]2[cH:7][c:8]([CH2:12][CH2:13][C:14](=[O:15])[OH:16])[cH:9][cH:10][c:11]21. Product: CCN1C(=O)Cc2cc(CCC(=O)O)ccc21. The reactants are OC(C(=O)OCC)C=1N(C2=CC=CC=C2C1)C1=CC=CC=C1 (ethyl 2-hydroxy-2-(1-phenyl-1H-indol-2-yl)acetate), C(C)(C)(C)Br (tertbutylbromide). The reagents and catalysts are [Ag-]=O (silver (I) oxide). The solvent is C1CCCCC1 (cyclohexane), ClCCl (dichloromethane). Run at time 24 hour. Product: C(C)(C)(C)OC(C(=O)OCC)C=1N(C2=CC=CC=C2C1)C1=CC=CC=C1 (ethyl 2-(tert-butoxy)-2-(1-phenyl-1H-indol-2-yl)acetate). Yield: 33.5%. RXN SMILES: [OH:1][CH:2]([C:8]1[N:9]([C:17]2[CH:22]=[CH:21][CH:20]=[CH:19][CH:18]=2)[C:10]2[C:15]([CH:16]=1)=[CH:14][CH:13]=[CH:12][CH:11]=2)[C:3]([O:5][CH2:6][CH3:7])=[O:4].[C:23](Br)([CH3:26])([CH3:25])[CH3:24]>C1CCCCC1.ClCCl.[Ag-]=O>[C:23]([O:1][CH:2]([C:8]1[N:9]([C:17]2[CH:22]=[CH:21][CH:20]=[CH:19][CH:18]=2)[C:10]2[C:15]([CH:16]=1)=[CH:14][CH:13]=[CH:12][CH:11]=2)[C:3]([O:5][CH2:6][CH3:7])=[O:4])([CH3:26])([CH3:25])[CH3:24]. Procedure: A mixture of ethyl 2-hydroxy-2-(1-phenyl-1H-indol-2-yl)acetate (5b) (50 mg, 0.17 mmol), silver (I) oxide (130 mg, 0.56 mmol) and tertbutylbromide (114 μL, 1.02 mmol) in cyclohexane (4 mL) and dichloromethane (2 mL) was vigorously stirred for 24 hours. The reaction mixture was then filtered and concentrated in vacuo. The residue was purified by flash chromatography on silica gel (cyclohexane/ethyl acetate 95/5) to afford the desired ether oxide (5c) as a white solid (20 mg, 0.057 mmol, 33%). Reactants: Cc1ccccc1, O=[N+]([O-])c1ccc(Cl)c(Cl)c1, [K+], [OH-], O, OCc1ccccn1. Product: O=[N+]([O-])c1ccc(OCc2ccccn2)c(Cl)c1. RXN SMILES: [CH3:23][c:24]1[cH:25][cH:26][cH:27][cH:28][cH:29]1.[Cl:12][c:13]1[c:14]([Cl:22])[cH:15][c:16]([N+:19](=[O:20])[O-:21])[cH:17][cH:18]1.[K+:10].[OH-:9].[OH2:11].[n:1]1[c:2]([CH2:7][OH:8])[cH:3][cH:4][cH:5][cH:6]1>>[n:1]1[c:2]([CH2:7][O:8][c:13]2[c:14]([Cl:22])[cH:15][c:16]([N+:19](=[O:20])[O-:21])[cH:17][cH:18]2)[cH:3][cH:4][cH:5][cH:6]1.